describe an organic reaction: reactants, conditions, products, and yield From a dataset of the Open Reaction Database (ORD), a public repository of structured organic reaction records. The product is O=C(CCCCCl)CS(=O)(=O)N1CCN(c2ccc(F)cc2)CC1. Starting materials: C1CCOC1, [Li]CCCC, CC(C)[N-]C(C)C, CCOC(C)=O, CC(C)NC(C)C, O=C(Cl)CCCCCl, CS(=O)(=O)N1CCN(c2ccc(F)cc2)CC1, [Li+]. As a reaction SMILES: [CH2:46]1[O:47][CH2:48][CH2:49][CH2:50]1.[CH2:9]([Li:10])[CH2:11][CH2:12][CH3:13].[CH3:2][CH:3]([N-:4][CH:5]([CH3:6])[CH3:7])[CH3:8].[CH3:51][CH2:52][O:53][C:54]([CH3:55])=[O:56].[CH:14]([NH:15][CH:16]([CH3:17])[CH3:18])([CH3:19])[CH3:20].[Cl:38][CH2:39][CH2:40][CH2:41][CH2:42][C:43](=[O:44])[Cl:45].[F:21][c:22]1[cH:23][cH:24][c:25]([N:28]2[CH2:29][CH2:30][N:31]([S:34](=[O:35])(=[O:36])[CH3:37])[CH2:32][CH2:33]2)[cH:26][cH:27]1.[Li+:1]>>[F:21][c:22]1[cH:23][cH:24][c:25]([N:28]2[CH2:29][CH2:30][N:31]([S:34](=[O:35])(=[O:36])[CH2:37][C:43]([CH2:42][CH2:41][CH2:40][CH2:39][Cl:38])=[O:44])[CH2:32][CH2:33]2)[cH:26][cH:27]1.